Dataset: the Open Reaction Database (ORD), a public repository of structured organic reaction records. Task: describe an organic reaction: reactants, conditions, products, and yield Starting materials: NC(CCCNC(=O)OCc1ccccc1)C(=O)O, CN(C)c1cccc2c(S(=O)(=O)Cl)cccc12, Cl, [Na+], C1CCOC1, [OH-]. Product: CN(C)c1cccc2c(S(=O)(=O)NC(CCCNC(=O)OCc3ccccc3)C(=O)O)cccc12. As a reaction SMILES: [C:1](=[O:2])([O:3][CH2:4][c:5]1[cH:6][cH:7][cH:8][cH:9][cH:10]1)[NH:11][CH2:12][CH2:13][CH2:14][CH:15]([NH2:16])[C:17](=[O:18])[OH:19].[CH3:20][N:21]([CH3:22])[c:23]1[cH:24][cH:25][cH:26][c:27]2[c:28]([S:33]([Cl:34])(=[O:35])=[O:36])[cH:29][cH:30][cH:31][c:32]12.[ClH:37].[Na+:39].[O:40]1[CH2:41][CH2:42][CH2:43][CH2:44]1.[OH-:38]>>[C:1](=[O:2])([O:3][CH2:4][c:5]1[cH:6][cH:7][cH:8][cH:9][cH:10]1)[NH:11][CH2:12][CH2:13][CH2:14][CH:15]([NH:16][S:33]([c:28]1[c:27]2[cH:26][cH:25][cH:24][c:23]([N:21]([CH3:20])[CH3:22])[c:32]2[cH:31][cH:30][cH:29]1)(=[O:35])=[O:36])[C:17](=[O:18])[OH:19].